Dataset: the Open Reaction Database (ORD), a public repository of structured organic reaction records. Task: describe an organic reaction: reactants, conditions, products, and yield The reactants are COC(=O)N1OCC2C(OC3OC(COCc4ccccc4)C(OC4OC(C)C(OCc5ccccc5)C(OCc5ccccc5)C4OCc4ccccc4)C(OCc4ccccc4)C3OCc3ccccc3)C(OCc3ccccc3)CC21, CO, [Cl-], [K+], [NH4+], [OH-]. The product is CC1OC(OC2C(COCc3ccccc3)OC(OC3C(OCc4ccccc4)CC4NOCC43)C(OCc3ccccc3)C2OCc2ccccc2)C(OCc2ccccc2)C(OCc2ccccc2)C1OCc1ccccc1. Reaction SMILES: [CH2:1]([c:2]1[cH:3][cH:4][cH:5][cH:6][cH:7]1)[O:8][CH:9]1[CH:10]([O:11][CH:12]2[CH:13]([O:24][CH2:25][c:26]3[cH:27][cH:28][cH:29][cH:30][cH:31]3)[CH2:14][CH:15]3[N:16]([C:20]([O:21][CH3:22])=[O:23])[O:17][CH2:18][CH:19]23)[O:32][CH:33]([CH2:76][O:77][CH2:78][c:79]2[cH:80][cH:81][cH:82][cH:83][cH:84]2)[CH:34]([O:44][CH:45]2[CH:46]([O:47][CH2:48][c:49]3[cH:50][cH:51][cH:52][cH:53][cH:54]3)[CH:55]([O:56][CH2:57][c:58]3[cH:59][cH:60][cH:61][cH:62][cH:63]3)[CH:64]([O:65][CH2:66][c:67]3[cH:68][cH:69][cH:70][cH:71][cH:72]3)[CH:73]([CH3:75])[O:74]2)[CH:35]1[O:36][CH2:37][c:38]1[cH:39][cH:40][cH:41][cH:42][cH:43]1.[CH3:89][OH:90].[Cl-:87].[K+:86].[NH4+:88].[OH-:85]>>[CH2:1]([c:2]1[cH:3][cH:4][cH:5][cH:6][cH:7]1)[O:8][CH:9]1[CH:10]([O:11][CH:12]2[CH:13]([O:24][CH2:25][c:26]3[cH:27][cH:28][cH:29][cH:30][cH:31]3)[CH2:14][CH:15]3[NH:16][O:17][CH2:18][CH:19]23)[O:32][CH:33]([CH2:76][O:77][CH2:78][c:79]2[cH:80][cH:81][cH:82][cH:83][cH:84]2)[CH:34]([O:44][CH:45]2[CH:46]([O:47][CH2:48][c:49]3[cH:50][cH:51][cH:52][cH:53][cH:54]3)[CH:55]([O:56][CH2:57][c:58]3[cH:59][cH:60][cH:61][cH:62][cH:63]3)[CH:64]([O:65][CH2:66][c:67]3[cH:68][cH:69][cH:70][cH:71][cH:72]3)[CH:73]([CH3:75])[O:74]2)[CH:35]1[O:36][CH2:37][c:38]1[cH:39][cH:40][cH:41][cH:42][cH:43]1.